This data is from the Open Reaction Database (ORD), a public repository of structured organic reaction records. The task is: describe an organic reaction: reactants, conditions, products, and yield Reactants: ClC=1C=CC(=C(C1)C1=CC(N(C=C1OC)C(C(=O)NC1=CC=C(C(=O)OCC)C=C1)C[C@@H]1CC[C@@H](CC1)OC)=O)C#N (ethyl 4-({2-[4-(5-chloro-2-cyanophenyl)-5-methoxy-2-oxopyridin-1(2H)-yl]-3-(cis-4-methoxycyclohexyl)propanoyl}amino)benzoate), C([O-])([O-])=O.[Cs+].[Cs+] (caesium carbonate), Cl (hydrochloric acid). Run in C(C)O.O (ethanol water). Run at time 30 minute. Product: ClC=1C=CC(=C(C1)C1=CC(N(C=C1OC)C(C(=O)NC1=CC=C(C(=O)O)C=C1)C[C@@H]1CC[C@@H](CC1)OC)=O)C#N (4-({2-[4-(5-Chloro-2-cyanophenyl)-5-methoxy-2-oxopyridin-1(2H)-yl]-3-(cis-4-methoxycyclohexyl)propanoyl}amino)benzoic acid). Reaction SMILES: [Cl:1][C:2]1[CH:3]=[CH:4][C:5]([C:41]#[N:42])=[C:6]([C:8]2[C:13]([O:14][CH3:15])=[CH:12][N:11]([CH:16]([CH2:31][C@H:32]3[CH2:37][CH2:36][C@@H:35]([O:38][CH3:39])[CH2:34][CH2:33]3)[C:17]([NH:19][C:20]3[CH:30]=[CH:29][C:23]([C:24]([O:26]CC)=[O:25])=[CH:22][CH:21]=3)=[O:18])[C:10](=[O:40])[CH:9]=2)[CH:7]=1.C(=O)([O-])[O-].[Cs+].[Cs+].Cl>C(O)C.O>[Cl:1][C:2]1[CH:3]=[CH:4][C:5]([C:41]#[N:42])=[C:6]([C:8]2[C:13]([O:14][CH3:15])=[CH:12][N:11]([CH:16]([CH2:31][C@H:32]3[CH2:33][CH2:34][C@@H:35]([O:38][CH3:39])[CH2:36][CH2:37]3)[C:17]([NH:19][C:20]3[CH:30]=[CH:29][C:23]([C:24]([OH:26])=[O:25])=[CH:22][CH:21]=3)=[O:18])[C:10](=[O:40])[CH:9]=2)[CH:7]=1 |f:1.2.3,5.6|. Reported procedure: 2.10 g (3.55 mmol) of ethyl 4-({2-[4-(5-chloro-2-cyanophenyl)-5-methoxy-2-oxopyridin-1(2H)-yl]-3-(cis-4-methoxycyclohexyl)propanoyl}amino)benzoate (racemate) in 129 ml of ethanol/water (2.6/1) were reacted with 5.89 g (18.1 mmol) of caesium carbonate according to General Method 4. After complete conversion, the pH was adjusted to 5-6 with hydrochloric acid (1N) and the mixture was stirred for another 30 min. The precipitate was filtered off with suction, washed with a little water and dried unde... The reactants are Cc1ccccc1, O=Cc1ccccc1, CCOC(=O)c1c[nH]nc1N. The product is CCOC(=O)c1c[nH]nc1NCc1ccccc1. RXN SMILES: [CH3:20][c:21]1[cH:22][cH:23][cH:24][cH:25][cH:26]1.[CH:1](=[O:2])[c:3]1[cH:4][cH:5][cH:6][cH:7][cH:8]1.[NH2:9][c:10]1[n:11][nH:12][cH:13][c:14]1[C:15](=[O:16])[O:17][CH2:18][CH3:19]>>[CH2:1]([c:3]1[cH:4][cH:5][cH:6][cH:7][cH:8]1)[NH:9][c:10]1[n:11][nH:12][cH:13][c:14]1[C:15](=[O:16])[O:17][CH2:18][CH3:19]. Starting materials: ClC1=NC=C(C=C1[N+](=O)[O-])C(F)(F)F (2-chloro-3-nitro-5-(trifluoromethyl)pyridine). The reagents and catalysts are [Pd] (palladium). The solvent is CO (methanol). Conditions: time 90 minute. Yields the product FC(C=1C=C(C=NC1)N)(F)F (5-(Trifluoromethyl)pyridin-3-amine). Isolated yield 120.7%. RXN SMILES: Cl[C:2]1[C:7]([N+:8]([O-])=O)=[CH:6][C:5]([C:11]([F:14])([F:13])[F:12])=[CH:4][N:3]=1>CO.[Pd]>[F:14][C:11]([F:12])([F:13])[C:5]1[CH:6]=[C:7]([NH2:8])[CH:2]=[N:3][CH:4]=1. Procedure: To a solution of 2-chloro-3-nitro-5-(trifluoromethyl)pyridine (1.25 g, 5.518 mmol) in methanol (25.0 mL) under N2 was added palladium (1.17 g, 1.10 mmol) (10% dry weight on wet activated carbon). The reaction mixture was placed on a Parr apparatus and hydrogenated at 50 psi for 90 min. The catalyst was filtered off through a celite pad. The filtrate was concentrated to give a crude product (1.08 g) which was pure (>98% by HPLC) enough without further purification. LC-MS calculated for C6H5F3N2: ... Solvent: ClCCl (dichloromethane), O1CCCC1 (tetrahydrofuran), ClCCl (dichloromethane). Reported procedure: 200 mg (0.45 mmol) 13-(2-cyanoethyl)-6,7,12,13-tetrahydro-3-methoxy-12-methyl-5,1-dioxo-5H-indolo-[2,3-a]pyrrolo[3,4-c]carbazole (Example 1) in 15 ml dichloromethane are cooled to -10° C. and 0.1 ml (0.7 mmol) of a 1M solution of boron tribromide in dichloromethane added dropwise thereto. Since, after 3 hours at -10° C., no reaction is shown (TLC), 1.4 ml of the 1M solution of boron tribromide are again added thereto, followed by stirring for 16 hours at 20° C. 100 ml of water and 100 ml tetrahy... The product is C(#N)CCN1C=2C=CC(=CC2C2=C1C=1N(C3=CC=CC=C3C1C1=C2C(NC1=O)=O)C)O (13-(2-Cyanoethyl)-6,7,12,13-tetrahydro-3-hydroxy-12-methyl-5,7-dioxo-5H-indolo[2,3-a]pyrrolo[3,4-c]carbazole). Reactants: solution, B(Br)(Br)Br (boron tribromide), O (water), solution, C(C)(C)OC(C)C.CC(=O)C (diisopropyl ether acetone), B(Br)(Br)Br (boron tribromide), C(#N)CCN1C=2C(CC(=CC2C2=C1C=1N(C3=CC=CC=C3C1C1=C2C(NC1)=O)C)OC)=O (13-(2-cyanoethyl)-6,7,12,13-tetrahydro-3-methoxy-12-methyl-5,1-dioxo-5H-indolo-[2,3-a]pyrrolo[3,4-c]carbazole). Reaction conditions: temperature 20 celsius, time 3 hour. RXN SMILES: [C:1]([CH2:3][CH2:4][N:5]1[C:13]2[C:14]3[N:15]([CH3:29])[C:16]4[C:21]([C:22]=3[C:23]3[CH2:27][NH:26][C:25](=[O:28])[C:24]=3[C:12]=2[C:11]2[CH:10]=[C:9]([O:30]C)[CH2:8][C:7](=O)[C:6]1=2)=[CH:20][CH:19]=[CH:18][CH:17]=4)#[N:2].B(Br)(Br)Br.O.C([O:41]C(C)C)(C)C.CC(C)=O>ClCCl.O1CCCC1>[C:1]([CH2:3][CH2:4][N:5]1[C:13]2[C:14]3[N:15]([CH3:29])[C:16]4[C:21]([C:22]=3[C:23]3[C:27](=[O:41])[NH:26][C:25](=[O:28])[C:24]=3[C:12]=2[C:11]2[CH:10]=[C:9]([OH:30])[CH:8]=[CH:7][C:6]1=2)=[CH:20][CH:19]=[CH:18][CH:17]=4)#[N:2] |f:3.4|.